This data is from the Open Reaction Database (ORD), a public repository of structured organic reaction records. The task is: describe an organic reaction: reactants, conditions, products, and yield The reactants are C(#N)C12CC3N(C(CC(C1)C3)C2)C(=O)OC(C)(C)C (tert-butyl 5-cyano-2-azatricyclo[3.3.1.13,7]decane-2-carboxylate), FC(C(=O)O)(F)F (trifluoroacetic acid). The solvent is C(Cl)Cl (DCM). Run at temperature 0 celsius, time 4 hour. The product is C12NC3CC(CC(C1)C3)(C2)C#N (2-azatricyclo[3.3.1.13,7]decane-5-carbonitrile). Yield: 97.0%. As a reaction SMILES: [C:1]([C:3]12[CH2:12][CH:7]3[CH2:8][CH:9]([CH2:11][CH:5]([N:6]3C(OC(C)(C)C)=O)[CH2:4]1)[CH2:10]2)#[N:2].FC(F)(F)C(O)=O>C(Cl)Cl>[CH:7]12[CH2:12][C:3]3([C:1]#[N:2])[CH2:10][CH:9]([CH2:11][CH:5]([CH2:4]3)[NH:6]1)[CH2:8]2. Procedure details: A 50 mL RB flask fitted with magnetic stirrer was charged with tert-butyl 5-cyano-2-azatricyclo[3.3.1.13,7]decane-2-carboxylate, Intermediate-13 (0.5 g, 1.98 mmol) in DCM (5 mL). Then reaction mixture was cooled to 0° C. and trifluoroacetic acid (1.1 g, 9.54 mmol) was added and stirred for 4 hours. After completion of the reaction (reaction was monitored by LCMS) the reaction mixture was concentrated followed by the process of trituration with mixture of hexane:ether (1:1) to give Intermediate-1...